This data is from the Open Reaction Database (ORD), a public repository of structured organic reaction records. The task is: describe an organic reaction: reactants, conditions, products, and yield Reactants: C(=O)(O)C1=CC=C(C(=O)C2=CC=C(CSC3=NC4=CC=CC(=C4C(N3C)=O)C)C=C2)C=C1 (2-[4-(4-carboxybenzoyl)benzyl]thio-3,5-dimethyl-4(3H)-quinazolinone), CCOC(=O)OC(=O)OCC (DEPC), OC1CCNCC1 (4-hydroxypiperidine). Solvent: CN(C)C=O (DMF). Reaction conditions: time 10 minute. Product: CN1C(=NC2=CC=CC(=C2C1=O)C)SCC1=CC=C(C=C1)C(C1=CC=C(C=C1)C(=O)N1CCC(CC1)O)=O (3,5-Dimethyl-2-[4-[4-(4-hydroxypiperidinocarbonyl)benzoyl]benzyl]thio-4(3H)-quinazolinone). RXN SMILES: [C:1]([C:4]1[CH:32]=[CH:31][C:7]([C:8]([C:10]2[CH:30]=[CH:29][C:13]([CH2:14][S:15][C:16]3[N:25]([CH3:26])[C:24](=[O:27])[C:23]4[C:18](=[CH:19][CH:20]=[CH:21][C:22]=4[CH3:28])[N:17]=3)=[CH:12][CH:11]=2)=[O:9])=[CH:6][CH:5]=1)([OH:3])=O.CCOC(OC(OCC)=O)=O.[OH:44][CH:45]1[CH2:50][CH2:49][NH:48][CH2:47][CH2:46]1>CN(C=O)C>[CH3:26][N:25]1[C:24](=[O:27])[C:23]2[C:18](=[CH:19][CH:20]=[CH:21][C:22]=2[CH3:28])[N:17]=[C:16]1[S:15][CH2:14][C:13]1[CH:12]=[CH:11][C:10]([C:8](=[O:9])[C:7]2[CH:6]=[CH:5][C:4]([C:1]([N:48]3[CH2:49][CH2:50][CH:45]([OH:44])[CH2:46][CH2:47]3)=[O:3])=[CH:32][CH:31]=2)=[CH:30][CH:29]=1. Procedure: To a solution of 2-[4-(4-carboxybenzoyl)benzyl]thio-3,5-dimethyl-4(3H)-quinazolinone (1.00 g, 2.26 mmol) in DMF (10.0 ml) was added DEPC (0.755 g, 4.63 mmol) and the mixture was stirred at room temperature for 10 minutes. Then, 4-hydroxypiperidine (0.522 g, 5.16 mmol) was added and the mixture was stirred at room temperature for 4 hours. The solvent was then distilled off and the residue was dissolved in ethyl acetate and washed with saturated aqueous NaCl solution. The organic layer was dried o...